Dataset: the Open Reaction Database (ORD), a public repository of structured organic reaction records. Task: describe an organic reaction: reactants, conditions, products, and yield Isolated yield 66.6%. Starting materials: CC(=O)C1=C(C=CC(=C1)Br)O (2-hydroxy-5-bromoacetophenone), C(C1=CC=CC=C1)N1CCC(CC1)=O (N-benzyl-4-piperidone), N1CCCC1 (pyrrolidine). Run in CO (MeOH). Procedure details: A mixture of 2-hydroxy-5-bromoacetophenone (5.85 g, 27.2 mmol), N-benzyl-4-piperidone (5.14 g, 27.21 mmol) and pyrrolidine (1.11 ml, 13.60 mmol) in MeOH (100 ml) was heated to reflux. After 11 h, the solvent was removed under vacuum and the crude mixture was purified by column chromatography (eluent: hexane/AcOEt 90:10 to 70:30) to give 1′-benzyl-6-bromo-spiro[chromane-2,4′-piperidine]-4-one (7.0 g) as a yellow solid. Reaction SMILES: [CH3:1][C:2]([C:4]1[CH:9]=[C:8]([Br:10])[CH:7]=[CH:6][C:5]=1[OH:11])=[O:3].[CH2:12]([N:19]1[CH2:24][CH2:23][C:22](=O)[CH2:21][CH2:20]1)[C:13]1[CH:18]=[CH:17][CH:16]=[CH:15][CH:14]=1.N1CCCC1>CO>[CH2:12]([N:19]1[CH2:24][CH2:23][C:22]2([CH2:1][C:2](=[O:3])[C:4]3[C:5](=[CH:6][CH:7]=[C:8]([Br:10])[CH:9]=3)[O:11]2)[CH2:21][CH2:20]1)[C:13]1[CH:18]=[CH:17][CH:16]=[CH:15][CH:14]=1. Run at time 11 hour. Product: C(C1=CC=CC=C1)N1CCC2(CC1)OC1=CC=C(C=C1C(C2)=O)Br (1′-benzyl-6-bromo-spiro[chromane-2,4′-piperidine]-4-one).